From a dataset of the Open Reaction Database (ORD), a public repository of structured organic reaction records. describe an organic reaction: reactants, conditions, products, and yield The product is Cl.ClC1=C(C=CC=C1Cl)N1CCN(CC1)CCCC1=CNC2=CC=CC=C12 (3-{3-[4-(2,3-Dichlorophenyl)piperazin-1-yl]propyl}-1H-indole, hydrochloride). Starting materials: BrCCCC1=CNC2=CC=CC=C12 (3-(3-bromopropyl)-1H-indole), C([O-])([O-])=O.[K+].[K+] (potassium carbonate), ClC1=C(C=CC=C1Cl)N1CCNCC1 (1-(2,3-dichlorophenyl)piperazine). Run in C(C)#N (acetonitrile). Reaction SMILES: Br[CH2:2][CH2:3][CH2:4][C:5]1[C:13]2[C:8](=[CH:9][CH:10]=[CH:11][CH:12]=2)[NH:7][CH:6]=1.C(=O)([O-])[O-].[K+].[K+].[Cl:20][C:21]1[C:26]([Cl:27])=[CH:25][CH:24]=[CH:23][C:22]=1[N:28]1[CH2:33][CH2:32][NH:31][CH2:30][CH2:29]1>C(#N)C>[ClH:20].[Cl:20][C:21]1[C:26]([Cl:27])=[CH:25][CH:24]=[CH:23][C:22]=1[N:28]1[CH2:33][CH2:32][N:31]([CH2:2][CH2:3][CH2:4][C:5]2[C:13]3[C:8](=[CH:9][CH:10]=[CH:11][CH:12]=3)[NH:7][CH:6]=2)[CH2:30][CH2:29]1 |f:1.2.3,6.7|. Procedure details: A mixture of 3-(3-bromopropyl)-1H-indole (1.19 g), potassium carbonate (1.4 g) and 1-(2,3-dichlorophenyl)piperazine (1.27 g) in anhydrous acetonitrile (10 mL) was boiled under reflux for 5 h and cooled to room temperature. The mixture was added silicagel (7 g), and the solvent was evaporated in vacuo. The compound was purified by flash chromatography on silicagel (eluent: ethylacetate/heptane/triethylamine 49:49:2). Fractions containing the compound were combined and evaporated in vacuo. Recryst... Reactants: FC=1C=C(C=CC1F)[N+](=O)[O-] (3,4-Difluoronitrobenzene), OCCN1CCCC1 (1-(2-hydroxyethyl)pyrrolidine). Yields the product FC1=C(OCCN2CCCC2)C=CC(=C1)[N+](=O)[O-] (1-[2-(2-Fluoro-4-nitrophenoxy)ethyl]pyrrolidine). Reaction SMILES: [F:1][C:2]1[CH:3]=[C:4]([N+:9]([O-:11])=[O:10])[CH:5]=[CH:6][C:7]=1F.[OH:12][CH2:13][CH2:14][N:15]1[CH2:19][CH2:18][CH2:17][CH2:16]1>>[F:1][C:2]1[CH:3]=[C:4]([N+:9]([O-:11])=[O:10])[CH:5]=[CH:6][C:7]=1[O:12][CH2:13][CH2:14][N:15]1[CH2:19][CH2:18][CH2:17][CH2:16]1. Procedure: 3,4-Difluoronitrobenzene was reacted with 1-(2-hydroxyethyl)pyrrolidine by method D1. The product with the molecular weight of 254.26 (C12H15FN2O3) was obtained in this way; MS (ESI): 255 (M+H+). Starting materials: O=C(O)C(Cc1ccc(C(F)(F)F)cc1)N(Cc1ccccc1)Cc1ccccc1, C(=NC1CCCCC1)=NC1CCCCC1, CNOC, CCCCCC, Cl, CN(C)C=O, On1nnc2cccnc21. Reaction SMILES: [CH2:1]([c:2]1[cH:3][cH:4][cH:5][cH:6][cH:7]1)[N:8]([CH:9]([C:10](=[O:11])[OH:12])[CH2:13][c:14]1[cH:15][cH:16][c:17]([C:20]([F:21])([F:22])[F:23])[cH:18][cH:19]1)[CH2:24][c:25]1[cH:26][cH:27][cH:28][cH:29][cH:30]1.[CH2:46]1[CH2:47][CH2:48][CH:49]([N:50]=[C:51]=[N:52][CH:53]2[CH2:54][CH2:55][CH2:56][CH2:57][CH2:58]2)[CH2:59][CH2:60]1.[CH3:32][NH:33][O:34][CH3:35].[CH3:61][CH2:62][CH2:63][CH2:64][CH2:65][CH3:66].[ClH:31].[O:67]=[CH:68][N:69]([CH3:70])[CH3:71].[n:36]1[c:37]2[c:38]([n:39][cH:40][cH:41][cH:42]2)[n:43]([OH:44])[n:45]1>>[CH2:1]([c:2]1[cH:3][cH:4][cH:5][cH:6][cH:7]1)[N:8]([CH:9]([C:10](=[O:12])[N:33]([CH3:32])[O:34][CH3:35])[CH2:13][c:14]1[cH:15][cH:16][c:17]([C:20]([F:21])([F:22])[F:23])[cH:18][cH:19]1)[CH2:24][c:25]1[cH:26][cH:27][cH:28][cH:29][cH:30]1. The product is CON(C)C(=O)C(Cc1ccc(C(F)(F)F)cc1)N(Cc1ccccc1)Cc1ccccc1. Starting materials: N1CCCC1 (pyrolidine), [H-].[Na+] (NaH), BrCC1=CC=C(C=C1)C1=NN(C(N1)=O)C=1C=C(CNC(C(C)(C)C)=O)C=CC1Cl (N-(3-(3-(4-(bromomethyl)phenyl)-4,5-dihydro-5-oxo-1,2,4-triazol-1-yl)-4-chlorobenzyl)pivalamide). Run in CN(C)C=O (DMF), CN(C)C=O (DMF). Run at time 1 hour. The product is ClC1=C(C=C(CNC(C(C)(C)C)=O)C=C1)N1N=C(NC1=O)C1=CC=C(C=C1)CN1CCCC1 (N-(4-Chloro-3-(4,5-dihydro-5-oxo-3-(4-((pyrrolidin-1-yl)methyl)phenyl)-1,2,4-triazol-1-yl)benzyl)pivalamide). The yield is 10.2%. Reaction SMILES: [NH:1]1[CH2:5][CH2:4][CH2:3][CH2:2]1.[H-].[Na+].Br[CH2:9][C:10]1[CH:15]=[CH:14][C:13]([C:16]2[NH:20][C:19](=[O:21])[N:18]([C:22]3[CH:23]=[C:24]([CH:33]=[CH:34][C:35]=3[Cl:36])[CH2:25][NH:26][C:27](=[O:32])[C:28]([CH3:31])([CH3:30])[CH3:29])[N:17]=2)=[CH:12][CH:11]=1>CN(C=O)C>[Cl:36][C:35]1[CH:34]=[CH:33][C:24]([CH2:25][NH:26][C:27](=[O:32])[C:28]([CH3:31])([CH3:30])[CH3:29])=[CH:23][C:22]=1[N:18]1[C:19](=[O:21])[NH:20][C:16]([C:13]2[CH:12]=[CH:11][C:10]([CH2:9][N:1]3[CH2:5][CH2:4][CH2:3][CH2:2]3)=[CH:15][CH:14]=2)=[N:17]1 |f:1.2|. Reported procedure: To a cold solution of pyrolidine (0.060 g, 0.830 mmol) in DMF was added NaH (0.034 g, 0.830 mmol) at 0° C. and stirred the reaction mass for 1 h. Then solution of N-(3-(3-(4-(bromomethyl)phenyl)-4,5-dihydro-5-oxo-1,2,4-triazol-1-yl)-4-chlorobenzyl)pivalamide (Intermediate-103, 0.200 g, 0.419) in DMF was added at 0° C. and continued stirring at 5-10° C. for 2-3 h. The reaction mass was quenched in ice and pH adjusted to 6-7 and extracted with DCM. The organic layer was dried over anhydrous sodium... Starting materials: COc1cccc2cc(C(=O)O)oc12, Nc1ccc(Cl)cc1. Yields the product COc1cccc2cc(C(=O)Nc3ccc(Cl)cc3)oc12. RXN SMILES: [CH3:1][O:2][c:3]1[cH:4][cH:5][cH:6][c:7]2[cH:8][c:9]([C:12](=[O:13])[OH:14])[o:10][c:11]12.[NH2:15][c:16]1[cH:17][cH:18][c:19]([Cl:20])[cH:21][cH:22]1>>[CH3:1][O:2][c:3]1[cH:4][cH:5][cH:6][c:7]2[cH:8][c:9]([C:12](=[O:14])[NH:15][c:16]3[cH:17][cH:18][c:19]([Cl:20])[cH:21][cH:22]3)[o:10][c:11]12. Product: COc1cc(OCCO)c(F)c(C(Nc2ccc(C(N)=NC(=O)c3ccccc3)cc2)c2nc(OCCl)n(-c3ncccn3)n2)c1. Starting materials: O=C([O-])O, CCCC[N+](CCCC)(CCCC)CCCC, C1CCOC1, CCOC(C)=O, ClCCl, COc1cc(OCCO)c(F)c(C(Nc2ccc(C(N)=NC(=O)c3ccccc3)cc2)c2nn(-c3ncccn3)c(=O)[nH]2)c1, [Na+], O, O=S(=O)(Cl)OCCl, O=S(=O)([O-])O. As a reaction SMILES: [C:45](=[O:46])([O-:47])[OH:48].[CH2:62]([N+:63]([CH2:64][CH2:65][CH2:66][CH3:67])([CH2:68][CH2:69][CH2:70][CH3:71])[CH2:72][CH2:73][CH2:74][CH3:75])[CH2:76][CH2:77][CH3:78].[CH2:89]1[O:90][CH2:91][CH2:92][CH2:93]1.[CH3:80][CH2:81][O:82][C:83](=[O:84])[CH3:85].[Cl:86][CH2:87][Cl:88].[NH2:1][C:2]([c:3]1[cH:4][cH:5][c:6]([NH:9][CH:10]([c:11]2[n:12][n:13](-[c:17]3[n:18][cH:19][cH:20][cH:21][n:22]3)[c:14](=[O:16])[nH:15]2)[c:23]2[c:24]([F:35])[c:25]([O:31][CH2:32][CH2:33][OH:34])[cH:26][c:27]([O:29][CH3:30])[cH:28]2)[cH:7][cH:8]1)=[N:36][C:37]([c:38]1[cH:39][cH:40][cH:41][cH:42][cH:43]1)=[O:44].[Na+:49].[OH2:79].[S:50]([Cl:51])([O:52][CH2:54][Cl:55])(=[O:53])=[O:56].[S:57]([O-:58])([OH:59])(=[O:60])=[O:61]>>[NH2:1][C:2]([c:3]1[cH:4][cH:5][c:6]([NH:9][CH:10]([c:11]2[n:12][n:13](-[c:17]3[n:18][cH:19][cH:20][cH:21][n:22]3)[c:14]([O:16][CH2:54][Cl:55])[n:15]2)[c:23]2[c:24]([F:35])[c:25]([O:31][CH2:32][CH2:33][OH:34])[cH:26][c:27]([O:29][CH3:30])[cH:28]2)[cH:7][cH:8]1)=[N:36][C:37]([c:38]1[cH:39][cH:40][cH:41][cH:42][cH:43]1)=[O:44]. Yields the product CON(C)C(=O)C(Cc1ccc(NC(=O)OC(C)(C)C)cc1)NC(=O)OCc1ccccc1. Reactants: O=C(Cl)OCc1ccccc1, C1CCOC1, CCN(C(C)C)C(C)C, CON(C)C(=O)C(N)Cc1ccc(NC(=O)OC(C)(C)C)cc1. As a reaction SMILES: [CH2:33]([c:34]1[cH:35][cH:36][cH:37][cH:38][cH:39]1)[O:40][C:41](=[O:42])[Cl:43].[CH2:44]1[O:45][CH2:46][CH2:47][CH2:48]1.[CH:24]([N:25]([CH2:26][CH3:27])[CH:28]([CH3:29])[CH3:30])([CH3:31])[CH3:32].[NH2:1][CH:2]([CH2:3][c:4]1[cH:5][cH:6][c:7]([NH:10][C:11]([O:12][C:13]([CH3:14])([CH3:15])[CH3:16])=[O:17])[cH:8][cH:9]1)[C:18](=[O:19])[N:20]([CH3:21])[O:22][CH3:23]>>[NH:1]([CH:2]([CH2:3][c:4]1[cH:5][cH:6][c:7]([NH:10][C:11]([O:12][C:13]([CH3:14])([CH3:15])[CH3:16])=[O:17])[cH:8][cH:9]1)[C:18](=[O:19])[N:20]([CH3:21])[O:22][CH3:23])[C:41]([O:40][CH2:33][c:34]1[cH:35][cH:36][cH:37][cH:38][cH:39]1)=[O:42].